From a dataset of the Open Reaction Database (ORD), a public repository of structured organic reaction records. describe an organic reaction: reactants, conditions, products, and yield Starting materials: solution, N(=NC(=O)OCC)C(=O)OCC (diethyl azodicarboxylate), solution, OC1CCN(CC1)C1=NN=C(C2=CC(=CC=C12)C#N)NCC1=CC(=C(C=C1)OC)Cl (1-(4-hydroxypiperidino)-4-(3-chloro-4-methoxybenzyl)amino-6-cyanophthalazine), C1(C=2C(C(N1)=O)=CC=CC2)=O (phthalimide), C1(=CC=CC=C1)P(C1=CC=CC=C1)C1=CC=CC=C1 (triphenylphosphine). Run in O1CCCC1 (tetrahydrofuran), O1CCCC1 (tetrahydrofuran). Conditions: temperature 4 celsius, time 24 hour. Yields the product ClC=1C=C(CNC2=NN=C(C3=CC=C(C=C23)C#N)N2CCC(CC2)N2C(C=3C(C2=O)=CC=CC3)=O)C=CC1OC (4-(3-chloro-4-methoxybenzyl)amino-6-cyano-1-(4-phthalimidopiperidino)phthalazine). Isolated yield 88.5%. RXN SMILES: N(C(OCC)=O)=NC(OCC)=O.O[CH:14]1[CH2:19][CH2:18][N:17]([C:20]2[C:29]3[C:24](=[CH:25][C:26]([C:30]#[N:31])=[CH:27][CH:28]=3)[C:23]([NH:32][CH2:33][C:34]3[CH:39]=[CH:38][C:37]([O:40][CH3:41])=[C:36]([Cl:42])[CH:35]=3)=[N:22][N:21]=2)[CH2:16][CH2:15]1.[C:43]1(=[O:53])[NH:47][C:46](=[O:48])[C:45]2=[CH:49][CH:50]=[CH:51][CH:52]=[C:44]12.C1(P(C2C=CC=CC=2)C2C=CC=CC=2)C=CC=CC=1>O1CCCC1>[Cl:42][C:36]1[CH:35]=[C:34]([CH:39]=[CH:38][C:37]=1[O:40][CH3:41])[CH2:33][NH:32][C:23]1[C:24]2[C:29](=[CH:28][CH:27]=[C:26]([C:30]#[N:31])[CH:25]=2)[C:20]([N:17]2[CH2:18][CH2:19][CH:14]([N:47]3[C:46](=[O:48])[C:45]4=[CH:49][CH:50]=[CH:51][CH:52]=[C:44]4[C:43]3=[O:53])[CH2:15][CH2:16]2)=[N:21][N:22]=1. Procedure details: Then, 30 ml solution of 3.48 g diethyl azodicarboxylate in tetrahydrofuran was added to 100 ml solution of 4.2 g 1-(4-hydroxypiperidino)-4-(3-chloro-4-methoxybenzyl)amino-6-cyanophthalazine, 2.94 g phthalimide, and 5.24 g triphenylphosphine in tetrahydrofuran over 30 min under ice-cooling, and then it was stirred at 4° C. for 24 hr. The reaction solution was evaporated, water and ethyl acetate were added thereto, and then the insoluble matters were removed by filtration. The organic layer was co...